This data is from the Open Reaction Database (ORD), a public repository of structured organic reaction records. The task is: describe an organic reaction: reactants, conditions, products, and yield The reactants are CC(C)([O-])C.[K+] (potassium tert-butoxide), FC1=CC=C(C=C1)[N+](=O)[O-] (4-fluoronitrobenzene), NC1=NC=CC=C1O (2-amino-3-hydroxypyridine), C(=O)([O-])[O-].[K+].[K+] (K2CO3). The solvent is CN1C(CCC1)=O (N-methylpyrrolidinone), O (water). Run at temperature 60 celsius, time 6 hour. The product is [N+](=O)([O-])C1=CC=C(C=C1)NC1=NC=CC=C1O (2-[(4-nitrophenyl)amino]pyridin-3-ol). Isolated yield 30.5%. Reaction SMILES: F[C:2]1[CH:7]=[CH:6][C:5]([N+:8]([O-:10])=[O:9])=[CH:4][CH:3]=1.[NH2:11][C:12]1[C:17]([OH:18])=[CH:16][CH:15]=[CH:14][N:13]=1.C([O-])([O-])=O.[K+].[K+].CC(C)([O-])C.[K+]>O.CN1CCCC1=O>[N+:8]([C:5]1[CH:6]=[CH:7][C:2]([NH:11][C:12]2[C:17]([OH:18])=[CH:16][CH:15]=[CH:14][N:13]=2)=[CH:3][CH:4]=1)([O-:10])=[O:9] |f:2.3.4,5.6|. Procedure: 0.3 g of 4-fluoronitrobenzene, 0.468 g of 2-amino-3-hydroxypyridine, and 0.353 g of K2CO3 were added to a solution of 2.5 ml of N-methylpyrrolidinone. The reaction medium was heated at 60° C. for 1 hour and 0.286 g of potassium tert-butoxide was then added. Heating was then continued for 6 hours and, after cooling to room temperature, the reaction medium was poured into a water and ice mixture. The aqueous phase was extracted with ethyl acetate. The organic phase was dried over MgSO4 and then ev... Reactants: ClP(Cl)(Cl)(Cl)Cl, O=c1[nH]c(C=Cc2ccc([N+](=O)[O-])o2)nc2ccc(F)cc12, O=P(Cl)(Cl)Cl. Product: O=[N+]([O-])c1ccc(C=Cc2nc(Cl)c3cc(F)ccc3n2)o1. Reaction SMILES: [Cl:1][P:2]([Cl:3])([Cl:4])([Cl:5])[Cl:6].[F:7][c:8]1[cH:9][c:10]2[c:11](=[O:28])[nH:12][c:13]([CH:18]=[CH:19][c:20]3[o:21][c:22]([N+:25](=[O:26])[O-:27])[cH:23][cH:24]3)[n:14][c:15]2[cH:16][cH:17]1.[P:29]([Cl:30])([Cl:31])([Cl:32])=[O:33]>>[Cl:1][c:11]1[c:10]2[cH:9][c:8]([F:7])[cH:17][cH:16][c:15]2[n:14][c:13]([CH:18]=[CH:19][c:20]2[o:21][c:22]([N+:25](=[O:26])[O-:27])[cH:23][cH:24]2)[n:12]1.